Dataset: the Open Reaction Database (ORD), a public repository of structured organic reaction records. Task: describe an organic reaction: reactants, conditions, products, and yield Starting materials: C(=O)(OC(C)(C)C)NCCCN (N-Boc-1,3-diaminopropane), Cl.ClC1=[N+](C=CC=C1)[O-] (2-chloropyridine N-oxide hydrochloride), C(=O)(O)[O-].[Na+] (NaHCO3). Solvent: C(C)(C)(CC)O (tert-amyl alcohol), CCO (EtOH). Conditions: time 48 hour. Yields the product C(C)(C)(C)OC(=O)NCCCNC1=[N+](C=CC=C1)[O-] (2-[3-[(tert-Butoxycarbonyl)amino]prop-1-ylamino]pyridine-N-oxide). RXN SMILES: [C:1]([NH:8][CH2:9][CH2:10][CH2:11][NH2:12])([O:3][C:4]([CH3:7])([CH3:6])[CH3:5])=[O:2].Cl.Cl[C:15]1[CH:20]=[CH:19][CH:18]=[CH:17][N+:16]=1[O-:21].C([O-])(O)=O.[Na+]>C(O)(CC)(C)C.CCO>[C:4]([O:3][C:1]([NH:8][CH2:9][CH2:10][CH2:11][NH:12][C:15]1[CH:20]=[CH:19][CH:18]=[CH:17][N+:16]=1[O-:21])=[O:2])([CH3:5])([CH3:6])[CH3:7] |f:1.2,3.4|. Reported procedure: A mixture of N-Boc-1,3-diaminopropane (3.48 g, 20 mmol), 2-chloropyridine N-oxide hydrochloride (3.98 g, 24 mmol), and NaHCO3 (8.40 g, 100 mmol) in tert-amyl alcohol (50 mL) is heated at reflux under argon. After 48 h, the reaction is cooled, diluted with EtOH, filtered, and concentrated. The residue is reconcentrated from toluene and chromatographed (silica gel) to give the title compound. Reactants: CN(c1ccc2c(c1)nc(NCc1ccccc1)n2C)c1ccnc(Cl)n1, CO, ClCCl, CONS(=O)(=O)c1cc(N)ccc1C. The product is CONS(=O)(=O)c1cc(Nc2nccc(N(C)c3ccc4c(c3)nc(NCc3ccccc3)n4C)n2)ccc1C. RXN SMILES: [CH2:1]([c:2]1[cH:3][cH:4][cH:5][cH:6][cH:7]1)[NH:8][c:9]1[n:10][c:11]2[c:12]([n:13]1[CH3:14])[cH:15][cH:16][c:17]([N:19]([CH3:20])[c:21]1[n:22][c:23]([Cl:27])[n:24][cH:25][cH:26]1)[cH:18]2.[CH3:42][OH:43].[Cl:44][CH2:45][Cl:46].[NH2:28][c:29]1[cH:30][cH:31][c:32]([CH3:41])[c:33]([S:35](=[O:36])(=[O:37])[NH:38][O:39][CH3:40])[cH:34]1>>[CH2:1]([c:2]1[cH:3][cH:4][cH:5][cH:6][cH:7]1)[NH:8][c:9]1[n:10][c:11]2[c:12]([n:13]1[CH3:14])[cH:15][cH:16][c:17]([N:19]([CH3:20])[c:21]1[n:22][c:23]([NH:28][c:29]3[cH:30][cH:31][c:32]([CH3:41])[c:33]([S:35](=[O:36])(=[O:37])[NH:38][O:39][CH3:40])[cH:34]3)[n:24][cH:25][cH:26]1)[cH:18]2. Starting materials: O=C([O-])[O-], CSc1cc(N)nc(N)c1, CC#N, [Cs+], [Cs+], FCCI. Product: CSc1cc(N)nc(NCCF)c1. As a reaction SMILES: [C:15](=[O:16])([O-:17])[O-:18].[CH3:1][S:2][c:3]1[cH:4][c:5]([NH2:10])[n:6][c:7]([NH2:9])[cH:8]1.[CH3:21][C:22]#[N:23].[Cs+:19].[Cs+:20].[I:11][CH2:12][CH2:13][F:14]>>[CH3:1][S:2][c:3]1[cH:4][c:5]([NH:10][CH2:12][CH2:13][F:14])[n:6][c:7]([NH2:9])[cH:8]1. Starting materials: BrC1=C(C=C2C(=NN(C2=C1)C1=NC(=NC=C1)N)C)F (4-(6-bromo-5-fluoro-3-methylindazol-1-yl)pyrimidin-2-amine), S1C(=NC=C1)[C@@](C)(C#C)O ((2R)-2-(1,3-thiazol-2-yl)but-3-yn-2-ol). Product: NC1=NC=CC(=N1)N1N=C(C2=CC(=C(C=C12)C#C[C@@](C)(O)C=1SC=CN1)F)C ((2R)-4-[1-(2-aminopyrimidin-4-yl)-5-fluoro-3-methyl-1H-indazol-6-yl]-2-(1,3-thiazol-2-yl)but-3-yn-2-ol). Reaction SMILES: Br[C:2]1[CH:10]=[C:9]2[C:5]([C:6]([CH3:18])=[N:7][N:8]2[C:11]2[CH:16]=[CH:15][N:14]=[C:13]([NH2:17])[N:12]=2)=[CH:4][C:3]=1[F:19].[S:20]1[CH:24]=[CH:23][N:22]=[C:21]1[C@:25]([OH:29])([C:27]#[CH:28])[CH3:26]>>[NH2:17][C:13]1[N:12]=[C:11]([N:8]2[C:9]3[C:5](=[CH:4][C:3]([F:19])=[C:2]([C:28]#[C:27][C@:25]([C:21]4[S:20][CH:24]=[CH:23][N:22]=4)([OH:29])[CH3:26])[CH:10]=3)[C:6]([CH3:18])=[N:7]2)[CH:16]=[CH:15][N:14]=1. Procedure details: The title compound was prepared by the procedure described in Example 2-b by reacting 4-(6-bromo-5-fluoro-3-methylindazol-1-yl)pyrimidin-2-amine with (2R)-2-(1,3-thiazol-2-yl)but-3-yn-2-ol: 1H NMR (500 MHz, DMSO) delta 1.96 (3H, s), 2.55 (3H, s), 7.02 (3H, s), 7.15 (1H, br. s), 7.71 (1H, d, J=3.15 Hz), 7.79 (1H, s), 7.82 (1H, d, J=8.83 Hz), 8.26 (1H, d, J=5.52 Hz), 8.92 (1H, d, J=6.46 Hz); LC-MS m/z=+395.35 (M+H)+. Reactants: CC1(COC(OC1)C(C)[C@H]1CC[C@H]2[C@@H]3[C@@H](C=C4C[C@H]([C@H]5[C@@H]([C@]4(C)[C@H]3CC[C@]12C)O5)O)OC(NC5=CC=CC=C5)=O)C (20-(5,5-dimethyl-1,3-dioxan-2-yl)-1α,2α-epoxy-7α-(N-phenylcarbamoyloxy)pregn-5-en-3β-ol), CC1(COC(OC1)C(C)[C@H]1CC[C@H]2[C@@H]3[C@@H](C=C4C[C@H]([C@H]5[C@@H]([C@]4(C)[C@H]3CC[C@]12C)O5)O)O)C (20-(5,5-dimethyl-1,3-dioxan-2-yl)-1α,2α-epoxypregn-5-ene-3β,7α-diol). Yields the product O1[C@H]2[C@@H]1[C@@H](CC1=C[C@H]([C@H]3[C@@H]4CC[C@H](C(C)C=O)[C@]4(CC[C@@H]3[C@@]21C)C)OC(NC2=CC=CC=C2)=O)O (1α,2α-epoxy-3β-hydroxy-7α-(N-phenylcarbamoyloxy)pregn-5-ene-20-carbaldehyde). Yield: 62.6%. RXN SMILES: CC1(C)CO[CH:5]([CH:8]([C@@H:10]2[C@:27]3([CH3:28])[C@H:13]([C@H:14]4[C@H:24]([CH2:25][CH2:26]3)[C@:22]3([CH3:23])[C:17]([CH2:18][C@@H:19]([OH:30])[C@@H:20]5[O:29][C@@H:21]53)=[CH:16][C@H:15]4[O:31][C:32](=[O:40])[NH:33][C:34]3[CH:39]=[CH:38][CH:37]=[CH:36][CH:35]=3)[CH2:12][CH2:11]2)[CH3:9])[O:4]C1.CC1(C)COC(C([C@@H]2[C@]3(C)[C@H]([C@H]4[C@H](CC3)[C@]3(C)C(C[C@@H](O)[C@@H]5O[C@@H]53)=C[C@H]4O)CC2)C)OC1>>[O:29]1[C@H:20]2[C@H:19]([OH:30])[CH2:18][C:17]3[C@:22]([CH3:23])([C@@H:21]12)[C@@H:24]1[C@H:14]([C@H:13]2[C@:27]([CH3:28])([CH2:26][CH2:25]1)[C@@H:10]([CH:8]([CH:5]=[O:4])[CH3:9])[CH2:11][CH2:12]2)[C@H:15]([O:31][C:32](=[O:40])[NH:33][C:34]1[CH:35]=[CH:36][CH:37]=[CH:38][CH:39]=1)[CH:16]=3. Procedure details: The procedure of Example 36 was repeated except that 2.8 mg (0.005 mmole) of 20-(5,5-dimethyl-1,3-dioxan-2-yl)-1α,2α-epoxy-7α-(N-phenylcarbamoyloxy)pregn-5-en-3β-ol was used in lieu of 2.2 mg of 20-(5,5-dimethyl-1,3-dioxan-2-yl)-1α,2α-epoxypregn-5-ene-3β,7α-diol to give 1.5 mg of 1α,2α-epoxy-3β-hydroxy-7α-(N-phenylcarbamoyloxy)pregn-5-ene-20-carbaldehyde (yield: 63%). Yields the product FC(C1=CC(=NC=2N1N=CC2C#CC=2C=CC(=NC2)C#N)C2=CC=C(C=C2)C(F)(F)F)(F)F (5-[7-Trifluoromethyl-5-(4-trifluoromethyl-phenyl)-pyrazolo[1,5-a]pyrimidin-3-ylethynyl]-pyridine-2-carbonitrile), solid. The reactants are C(#C)C=1C=NN2C1N=C(C=C2C(F)(F)F)C2=CC=C(C=C2)C(F)(F)F (3-ethynyl-7-trifluoromethyl-5-(4-trifluoromethyl-phenyl)-pyrazolo[1,5-a]pyrimidine), BrC=1C=CC(=NC1)C#N (5-bromo-2-cyano-pyridine). Procedure: The title compound was prepared from 3-ethynyl-7-trifluoromethyl-5-(4-trifluoromethyl-phenyl)-pyrazolo[1,5-a]pyrimidine (example C.1) (710 mg, 2.0 mmol) and commercially available 5-bromo-2-cyano-pyridine (366 mg, 2.0 mmol) according to general procedure II. Obtained as an orange solid (730 mg, 80%). MS (EI) 457.1 [(M)+]; mp 212° C. RXN SMILES: [C:1]([C:3]1[CH:4]=[N:5][N:6]2[C:11]([C:12]([F:15])([F:14])[F:13])=[CH:10][C:9]([C:16]3[CH:21]=[CH:20][C:19]([C:22]([F:25])([F:24])[F:23])=[CH:18][CH:17]=3)=[N:8][C:7]=12)#[CH:2].Br[C:27]1[CH:28]=[CH:29][C:30]([C:33]#[N:34])=[N:31][CH:32]=1>>[F:15][C:12]([F:14])([F:13])[C:11]1[N:6]2[N:5]=[CH:4][C:3]([C:1]#[C:2][C:27]3[CH:28]=[CH:29][C:30]([C:33]#[N:34])=[N:31][CH:32]=3)=[C:7]2[N:8]=[C:9]([C:16]2[CH:21]=[CH:20][C:19]([C:22]([F:25])([F:24])[F:23])=[CH:18][CH:17]=2)[CH:10]=1. Isolated yield 80.0%. Starting materials: C(C1=CC=CC=C1)OC1=CC(=C2C(=NC=NC2=C1)NC1=CC(=C(C=C1)F)Cl)OC[C@@H]1N(CCC1)C(=O)OC(C)(C)C (tert-butyl (2R)-2-[({7-(benzyloxy)-4-[3-chloro-4-fluoroanilino]-quinazolin-5-yl}oxy)methyl]pyrrolidine-1-carboxylate). The reagents and catalysts are [Pd] (palladium on carbon). The solvent is C(C)O (ethanol). Reaction conditions: temperature 25 celsius, time 16 hour. Yields the product ClC=1C=C(NC2=NC=NC3=CC(=CC(=C23)OC[C@@H]2N(CCC2)C(=O)OC(C)(C)C)O)C=CC1F (tert-butyl (2R)-2-[({4-[3-chloro-4-fluoroanilino]-7-hydroxyquinazolin-5-yl}oxy)methyl]pyrrolidine-1-carboxylate). RXN SMILES: C([O:8][C:9]1[CH:18]=[C:17]2[C:12]([C:13]([NH:19][C:20]3[CH:25]=[CH:24][C:23]([F:26])=[C:22]([Cl:27])[CH:21]=3)=[N:14][CH:15]=[N:16]2)=[C:11]([O:28][CH2:29][C@H:30]2[CH2:34][CH2:33][CH2:32][N:31]2[C:35]([O:37][C:38]([CH3:41])([CH3:40])[CH3:39])=[O:36])[CH:10]=1)C1C=CC=CC=1>[Pd].C(O)C>[Cl:27][C:22]1[CH:21]=[C:20]([CH:25]=[CH:24][C:23]=1[F:26])[NH:19][C:13]1[C:12]2[C:17](=[CH:18][C:9]([OH:8])=[CH:10][C:11]=2[O:28][CH2:29][C@H:30]2[CH2:34][CH2:33][CH2:32][N:31]2[C:35]([O:37][C:38]([CH3:41])([CH3:40])[CH3:39])=[O:36])[N:16]=[CH:15][N:14]=1. Procedure details: A mixture of tert-butyl (2R)-2-[({7-(benzyloxy)-4-[3-chloro-4-fluoroanilino]-quinazolin-5-yl}oxy)methyl]pyrrolidine-1-carboxylate (230 mg) (obtained as described in Example 16) and 5% palladium on carbon in ethanol (5 ml) was stirred under hydrogen (5 bar pressure) at 25° C. for 16 hours. The mixture was then filtered and concentrated in vacuo to leave the tert-butyl (2R)-2-[({4-[3-chloro-4-fluoroanilino]-7-hydroxyquinazolin-5-yl}oxy)methyl]pyrrolidine-1-carboxylate as a light brown oil, which w... Starting materials: [OH-].[Na+] (sodium hydroxide), C(=O)(O)C1CC(NC(C1)(C)C)(C)C (4-Carboxy-2,2,6,6-tetramethylpiperidine), S(=O)(Cl)Cl (thionyl chloride), C(C=C)NCC=C (diallylamine). The solvent is O (water), ClCCl (dichloromethane). The product is C(C=C)N(C(=O)C1CC(NC(C1)(C)C)(C)C)CC=C (4-[(Diallylamino)carbonyl]-2,2,6,6-tetramethylpiperidine). Isolated yield 42.0%. RXN SMILES: [C:1]([CH:4]1[CH2:9][C:8]([CH3:11])([CH3:10])[NH:7][C:6]([CH3:13])([CH3:12])[CH2:5]1)([OH:3])=O.S(Cl)(Cl)=O.[CH2:18]([NH:21][CH2:22][CH:23]=[CH2:24])[CH:19]=[CH2:20].[OH-].[Na+]>ClCCl.O>[CH2:18]([N:21]([CH2:22][CH:23]=[CH2:24])[C:1]([CH:4]1[CH2:9][C:8]([CH3:11])([CH3:10])[NH:7][C:6]([CH3:13])([CH3:12])[CH2:5]1)=[O:3])[CH:19]=[CH2:20] |f:3.4|. Reported procedure: 4-Carboxy-2,2,6,6-tetramethylpiperidine (100 grams; 0.5405 mole) is added to thionyl chloride (300 mls) in portions and the reaction mixture is heated at reflux for 3 hours. The thionyl chloride is then removed by distillation, the last traces being removed by azeotropic distillation with toluene. The residual acid chloride is slurried in dichloromethane (300 mls), and a solution of diallylamine (105 grams; 1.081 mole) in dichloromethane (100 mls) is slowly added thereto while stirring and allow... Starting materials: CO, ClCCl, Cl, COc1cc[nH]c1C=C1C(=O)Nc2ccc(F)c(C#CC3CC(O)CN3)c21, CN(C)C=O. Yields the product Cl, COc1cc[nH]c1C=C1C(=O)Nc2ccc(F)c(C#CC3CC(O)CN3)c21. RXN SMILES: [CH3:32][OH:33].[Cl:29][CH2:30][Cl:31].[ClH:28].[F:1][c:2]1[c:3]([C:20]#[C:21][CH:22]2[NH:23][CH2:24][CH:25]([OH:27])[CH2:26]2)[c:4]2[c:8]([cH:9][cH:10]1)[NH:7][C:6](=[O:11])[C:5]2=[CH:12][c:13]1[nH:14][cH:15][cH:16][c:17]1[O:18][CH3:19].[O:34]=[CH:35][N:36]([CH3:37])[CH3:38]>>[ClH:29].[F:1][c:2]1[c:3]([C:20]#[C:21][CH:22]2[NH:23][CH2:24][CH:25]([OH:27])[CH2:26]2)[c:4]2[c:8]([cH:9][cH:10]1)[NH:7][C:6](=[O:11])[C:5]2=[CH:12][c:13]1[nH:14][cH:15][cH:16][c:17]1[O:18][CH3:19]. Yields the product ClCc1cn(C(c2ccccc2)(c2ccccc2)c2ccccc2)cn1. As a reaction SMILES: [Cl:31][CH2:32][Cl:33].[OH:1][CH2:2][c:3]1[n:4][cH:5][n:6]([C:8]([c:9]2[cH:10][cH:11][cH:12][cH:13][cH:14]2)([c:15]2[cH:16][cH:17][cH:18][cH:19][cH:20]2)[c:21]2[cH:22][cH:23][cH:24][cH:25][cH:26]2)[cH:7]1.[S:27]([Cl:28])([Cl:29])=[O:30]>>[CH2:2]([c:3]1[n:4][cH:5][n:6]([C:8]([c:9]2[cH:10][cH:11][cH:12][cH:13][cH:14]2)([c:15]2[cH:16][cH:17][cH:18][cH:19][cH:20]2)[c:21]2[cH:22][cH:23][cH:24][cH:25][cH:26]2)[cH:7]1)[Cl:29]. Reactants: ClCCl, OCc1cn(C(c2ccccc2)(c2ccccc2)c2ccccc2)cn1, O=S(Cl)Cl.